This data is from the Open Reaction Database (ORD), a public repository of structured organic reaction records. The task is: describe an organic reaction: reactants, conditions, products, and yield The reactants are FC=1C(=NC2=CC=CC(=C2N1)C1=CC=2C(NCCC2N1)=O)C (2-(3-fluoro-2-methylquinoxalin-5-yl)-6,7-dihydro-1H-pyrrolo[3,2-c]pyridin-4(5H)-one), CC(C)(C)N (2-methylpropan-2-amine). Reaction conditions: temperature 100 celsius. Yields the product C(C)(C)(C)NC=1C(=NC2=CC=CC(=C2N1)C1=CC=2C(NCCC2N1)=O)C (2-(3-(tert-butylamino)-2-methylquinoxalin-5-yl)-6,7-dihydro-1H-pyrrolo[3,2-c]pyridin-4(5H)-one). Yield: 32.0%. Reaction SMILES: F[C:2]1[C:3]([CH3:22])=[N:4][C:5]2[C:10]([N:11]=1)=[C:9]([C:12]1[NH:20][C:19]3[CH2:18][CH2:17][NH:16][C:15](=[O:21])[C:14]=3[CH:13]=1)[CH:8]=[CH:7][CH:6]=2.[CH3:23][C:24]([NH2:27])([CH3:26])[CH3:25]>>[C:24]([NH:27][C:2]1[C:3]([CH3:22])=[N:4][C:5]2[C:10]([N:11]=1)=[C:9]([C:12]1[NH:20][C:19]3[CH2:18][CH2:17][NH:16][C:15](=[O:21])[C:14]=3[CH:13]=1)[CH:8]=[CH:7][CH:6]=2)([CH3:26])([CH3:25])[CH3:23]. Procedure details: Prepared similarly to that described in Example 131 using 2-(3-fluoro-2-methylquinoxalin-5-yl)-6,7-dihydro-1H-pyrrolo[3,2-c]pyridin-4(5H)-one (Example 126; 63 mg, 0.213 mmol) and 2-methylpropan-2-amine (44.9 μl, 0.425 mmol, Aldrich), heating at 100° C. for 3 h. Purification by silica gel (100% DCM to 4% MeOH/DCM) provided 2-(3-(tert-butylamino)-2-methylquinoxalin-5-yl)-6,7-dihydro-1H-pyrrolo[3,2-c]pyridin-4(5H)-one (32% yield). 1H NMR (400 MHz, DMSO-d6) δ ppm 1.58 (s, 9H) 2.57 (s, 3H) 2.88 (t, J...